Dataset: the Open Reaction Database (ORD), a public repository of structured organic reaction records. Task: describe an organic reaction: reactants, conditions, products, and yield As a reaction SMILES: [Br:8][c:9]1[cH:10][cH:11][c:12]([O:15][c:16]2[cH:17][c:18]([CH:22]=[C:23]3[CH2:24][CH2:25][NH:26][CH2:27][CH2:28]3)[cH:19][cH:20][cH:21]2)[n:13][cH:14]1.[CH3:29][c:30]1[n:31][o:32][c:33]([NH:36][C:37]([O:38][c:40]2[cH:41][cH:42][cH:43][cH:44][cH:45]2)=[O:39])[c:34]1[CH3:35].[CH3:46][c:47]1[c:48]([CH3:49])[c:50]([NH2:51])[o:52][n:53]1.[CH3:63][C:64]#[N:65].[CH:54]([N:55]([CH:56]([CH3:57])[CH3:58])[CH2:59][CH3:60])([CH3:61])[CH3:62].[F:1][C:2]([F:3])([F:4])[C:5]([OH:6])=[O:7]>>[Br:8][c:9]1[cH:10][cH:11][c:12]([O:15][c:16]2[cH:17][c:18]([CH:22]=[C:23]3[CH2:24][CH2:25][N:26]([C:37]([NH:36][c:33]4[o:32][n:31][c:30]([CH3:29])[c:34]4[CH3:35])=[O:38])[CH2:27][CH2:28]3)[cH:19][cH:20][cH:21]2)[n:13][cH:14]1. Starting materials: Brc1ccc(Oc2cccc(C=C3CCNCC3)c2)nc1, Cc1noc(NC(=O)Oc2ccccc2)c1C, Cc1noc(N)c1C, CC#N, CCN(C(C)C)C(C)C, O=C(O)C(F)(F)F. The product is Cc1noc(NC(=O)N2CCC(=Cc3cccc(Oc4ccc(Br)cn4)c3)CC2)c1C. The reactants are CC1=NOC(=C1CN1N=CC(=C1)N1C(NCC1=O)=O)C (3-(1-((3,5-dimethylisoxazol-4-yl)methyl)-1H-pyrazol-4-yl)imidazolidine-2,4-dione), BrCC1=C(C#N)C=CC=C1 (2-(bromomethyl)benzonitrile). The product is CC1=NOC(=C1CN1N=CC(=C1)N1C(N(CC1=O)CC1=C(C#N)C=CC=C1)=O)C (2-((3-(1-((3,5-dimethylisoxazol-4-yl)methyl)-1H-pyrazol-4-yl)-2,4-dioxoimidazolidin-1-yl)methyl)benzonitrile). Yield: 27.0%. Reaction SMILES: [CH3:1][C:2]1[C:6]([CH2:7][N:8]2[CH:12]=[C:11]([N:13]3[C:17](=[O:18])[CH2:16][NH:15][C:14]3=[O:19])[CH:10]=[N:9]2)=[C:5]([CH3:20])[O:4][N:3]=1.Br[CH2:22][C:23]1[CH:30]=[CH:29][CH:28]=[CH:27][C:24]=1[C:25]#[N:26]>>[CH3:1][C:2]1[C:6]([CH2:7][N:8]2[CH:12]=[C:11]([N:13]3[C:17](=[O:18])[CH2:16][N:15]([CH2:22][C:23]4[CH:30]=[CH:29][CH:28]=[CH:27][C:24]=4[C:25]#[N:26])[C:14]3=[O:19])[CH:10]=[N:9]2)=[C:5]([CH3:20])[O:4][N:3]=1. Procedure details: Prepared as in example 10-5 from 3-(1-((3,5-dimethylisoxazol-4-yl)methyl)-1H-pyrazol-4-yl)imidazolidine-2,4-dione (example 10-1) and 2-(bromomethyl)benzonitrile. Yield: 27%. MS M+H calculated 391.1; found 391.1. The title compound was shown to inhibit hT2R08 bitter receptor and had an IC50 of 0.5 μM. Reactants: C[S-], [Na+], CN(C)C=O, CCCCC1(CCCC)CS(=O)(=O)c2cc(OC)c(Br)cc2N(c2ccc(Cl)cc2)C1=O. Product: CCCCC1(CCCC)CS(=O)(=O)c2cc(OC)c(SC)cc2N(c2ccc(Cl)cc2)C1=O. As a reaction SMILES: [CH3:1][S-:2].[Na+:3].[O:36]=[CH:37][N:38]([CH3:39])[CH3:40].[O:4]=[S:5]1(=[O:35])[CH2:6][C:7]([CH2:27][CH2:28][CH2:29][CH3:30])([CH2:31][CH2:32][CH2:33][CH3:34])[C:8](=[O:26])[N:9]([c:19]2[cH:20][cH:21][c:22]([Cl:25])[cH:23][cH:24]2)[c:10]2[c:11]1[cH:12][c:13]([O:17][CH3:18])[c:14]([Br:16])[cH:15]2>>[CH3:1][S:2][c:14]1[c:13]([O:17][CH3:18])[cH:12][c:11]2[c:10]([cH:15]1)[N:9]([c:19]1[cH:20][cH:21][c:22]([Cl:25])[cH:23][cH:24]1)[C:8](=[O:26])[C:7]([CH2:27][CH2:28][CH2:29][CH3:30])([CH2:31][CH2:32][CH2:33][CH3:34])[CH2:6][S:5]2(=[O:4])=[O:35]. Reactants: CC(=O)[O-], CCO, CCCN(CC1CC1)c1ccc(C(F)(F)F)cc1C=O, Cl, NO, [Na+]. Product: CCCN(CC1CC1)c1ccc(C(F)(F)F)cc1C=NO. RXN SMILES: [CH3:25][C:26](=[O:27])[O-:28].[CH3:29][CH2:30][OH:31].[CH:1]1([CH2:4][N:5]([c:6]2[c:7]([CH:8]=[O:9])[cH:10][c:11]([C:14]([F:15])([F:16])[F:17])[cH:12][cH:13]2)[CH2:18][CH2:19][CH3:20])[CH2:2][CH2:3]1.[ClH:21].[NH2:22][OH:23].[Na+:24]>>[CH:1]1([CH2:4][N:5]([c:6]2[c:7]([CH:8]=[N:22][OH:23])[cH:10][c:11]([C:14]([F:15])([F:16])[F:17])[cH:12][cH:13]2)[CH2:18][CH2:19][CH3:20])[CH2:2][CH2:3]1. Starting materials: [H-].[Na+] (sodium hydride), C(C#CC)N1C(=NC=2N=C(N(C(C12)=O)CCC1=CC=CC=C1)Cl)N1CCN(CC1)C(=O)OC(C)(C)C (t-butyl 4-[7-(2-butynyl)-2-chloro-6-oxo-1-(2-phenylethyl)-6,7-dihydro-1H-purin-8-yl]piperazine-1-carboxylate), CO (methanol). Run in O (Water). Conditions: time 20 minute. The product is Cl.C(C#CC)N1C(=NC=2N=C(N(C(C12)=O)CCC1=CC=CC=C1)OC)N1CCNCC1 (7-(2-Butynyl)-2-methoxy-1-(2-phenylethyl)-8-(piperazin-1-yl)-1,7-dihydropurin-6-one hydrochloride). RXN SMILES: [H-].[Na+].[CH2:3]([N:7]1[C:15]2[C:14](=[O:16])[N:13]([CH2:17][CH2:18][C:19]3[CH:24]=[CH:23][CH:22]=[CH:21][CH:20]=3)[C:12]([Cl:25])=[N:11][C:10]=2[N:9]=[C:8]1[N:26]1[CH2:31][CH2:30][N:29](C(OC(C)(C)C)=O)[CH2:28][CH2:27]1)[C:4]#[C:5][CH3:6].[CH3:39][OH:40]>O>[ClH:25].[CH2:3]([N:7]1[C:15]2[C:14](=[O:16])[N:13]([CH2:17][CH2:18][C:19]3[CH:20]=[CH:21][CH:22]=[CH:23][CH:24]=3)[C:12]([O:40][CH3:39])=[N:11][C:10]=2[N:9]=[C:8]1[N:26]1[CH2:31][CH2:30][NH:29][CH2:28][CH2:27]1)[C:4]#[C:5][CH3:6] |f:0.1,5.6|. Procedure details: 10 mg of sodium hydride (60%; oily) was added to a mixture consisting of 7 mg of t-butyl 4-[7-(2-butynyl)-2-chloro-6-oxo-1-(2-phenylethyl)-6,7-dihydro-1H-purin-8-yl]piperazine-1-carboxylate and 0.5 ml of methanol. The mixture was stirred at room temperature for 20 minutes. Water was added to the reaction solution. The mixture was extracted with ethyl acetate. The organic layer was washed with water and then with saturated brine, and concentrated. 0.5 ml of trifluoroacetic acid was added to the r... Reactants: [N+](=O)([O-])[O-].[K+] (KNO3), Fe(NO3)3.9H2O, NH4NO3, stainless steel, NCC(=O)O (glycine), Sr(NO3)2, La(NO3)3, Cu(NO3)2.2.5H2O, Al(NO3)3.9H2O. The solvent is O (H2O). Run at time 16 hour. Product: NCC(=O)O.[N+](=O)([O-])[O-] (Glycine Nitrate). As a reaction SMILES: [N+:1]([O-:4])([O-:3])=[O:2].[K+].[NH2:6][CH2:7][C:8]([OH:10])=[O:9]>O>[NH2:6][CH2:7][C:8]([OH:10])=[O:9].[N+:1]([O-:4])([O-:3])=[O:2] |f:0.1,4.5|. Reported procedure: A solution was prepared by dissolving 6.09 g of Sr(NO3)2, 31.17 g of La(NO3)3.5.69H2O, 11.09 g of Cu(NO3)2.2.5H2O, 53.31 g of Fe(NO3)3.9H2O, 0.14 g of KNO3, and 5.51 g of Al(NO3)3.9H2O in 300 mL H2O along with 61.05 g of glycine and 16.27 g of NH4NO3. This solution was placed in a 4 L stainless steel beaker and a funnel shrouded at the mouth by a wire screen placed into the beaker. Air was delivered to the mixture via the funnel neck using an air pump. The beaker was heated using a hot plate and... The reactants are C(C1=CC=CC=C1)OC1=C(C=C(C2=CC=CC=C12)Cl)CC(CO)O ((±)-3-[1-(benzyloxy)-4-chloro-2-naphthyl]propane-1,2-diol), C1(=CC=C(C=C1)S(=O)(=O)Cl)C (p-toluenesulfonyl chloride), Intermediate 18. The solvent is N1=CC=CC=C1 (pyridine). The product is CC1=CC=C(C=C1)S(=O)(=O)OCC(CC1=C(C2=CC=CC=C2C(=C1)Cl)OCC1=CC=CC=C1)O ((±)-3-[1-(benzyloxy)-4-chloro-2-naphthyl]-2-hydroxypropyl 4-methylbenzenesulfonate). The yield is 80.2%. As a reaction SMILES: [CH2:1]([O:8][C:9]1[C:18]2[C:13](=[CH:14][CH:15]=[CH:16][CH:17]=2)[C:12]([Cl:19])=[CH:11][C:10]=1[CH2:20][CH:21]([OH:24])[CH2:22][OH:23])[C:2]1[CH:7]=[CH:6][CH:5]=[CH:4][CH:3]=1.[C:25]1([CH3:35])[CH:30]=[CH:29][C:28]([S:31](Cl)(=[O:33])=[O:32])=[CH:27][CH:26]=1>N1C=CC=CC=1>[CH3:35][C:25]1[CH:30]=[CH:29][C:28]([S:31]([O:23][CH2:22][CH:21]([OH:24])[CH2:20][C:10]2[CH:11]=[C:12]([Cl:19])[C:13]3[C:18](=[CH:17][CH:16]=[CH:15][CH:14]=3)[C:9]=2[O:8][CH2:1][C:2]2[CH:3]=[CH:4][CH:5]=[CH:6][CH:7]=2)(=[O:33])=[O:32])=[CH:27][CH:26]=1. Reported procedure: Treatment of (±)-3-[1-(benzyloxy)-4-chloro-2-naphthyl]propane-1,2-diol (24 g, 0.07 mol) with p-toluenesulfonyl chloride (14 g, 0.074 mol) in pyridine (600 mL) generally according to the procedure described for Intermediate 18 gave 27.9 g (80%) of (±)-3-[1-(benzyloxy)-4-chloro-2-naphthyl]-2-hydroxypropyl 4-methylbenzenesulfonate as a white solid. mp 85-87° C.; Anal. calcd. for C27H25ClO5S: C, 65.25; H, 5.07. Found: C, 65.37; H, 4.97.